This data is from the Open Reaction Database (ORD), a public repository of structured organic reaction records. The task is: describe an organic reaction: reactants, conditions, products, and yield The reactants are C(C)(=O)NC=1C=C(C(=O)OC)C=CC1OS(=O)(=O)C(F)(F)F (methyl 3-acetamido-4-trifluoromethane-sulfonyloxybenzoate), C(CCCC#C)(=O)OC (methyl 5-hexynoate), [Cl-] (chloride). Reagents/catalysts: [Pd](Cl)Cl (palladium(II) chloride), C1(=CC=CC=C1)P(C1=CC=CC=C1)C1=CC=CC=C1 (triphenylphosphine). The solvent is C(C)NCC (diethylamine). Reaction conditions: temperature 20 celsius, time 14 hour. Product: C(C)(=O)NC=1C=C(C(=O)OC)C=CC1C#CCCCC(=O)OC (methyl 3-acetamido-4-(5-methoxycarbonyl-1-pentynyl)-benzoate). Isolated yield 86.5%. Reaction SMILES: [C:1]([NH:4][C:5]1[CH:6]=[C:7]([CH:12]=[CH:13][C:14]=1OS(C(F)(F)F)(=O)=O)[C:8]([O:10][CH3:11])=[O:9])(=[O:3])[CH3:2].[C:23]([O:30][CH3:31])(=[O:29])[CH2:24][CH2:25][CH2:26][C:27]#[CH:28].[Cl-]>C(NCC)C.[Pd](Cl)Cl.C1(P(C2C=CC=CC=2)C2C=CC=CC=2)C=CC=CC=1>[C:1]([NH:4][C:5]1[CH:6]=[C:7]([CH:12]=[CH:13][C:14]=1[C:28]#[C:27][CH2:26][CH2:25][CH2:24][C:23]([O:30][CH3:31])=[O:29])[C:8]([O:10][CH3:11])=[O:9])(=[O:3])[CH3:2]. Procedure details: A mixture of methyl 3-acetamido-4-trifluoromethane-sulfonyloxybenzoate (1.43 g), methyl 5-hexynoate (582 mg), palladium(II) chloride (14 .9 mg), triphenylphosphine (43.8 mg) and cooper(I) chloride (32 mg) in diethylamine (18 ml) was stirred at 20° C. for 14 hours. The solvent was evaporated in vacuo an the residue was chromatographed on silica gel eluting with a mixture of hexane and ethyl acetate (1:2) to give methyl 3-acetamido-4-(5-methoxycarbonyl-1-pentynyl)-benzoate (1.15 g) as colorless cr... Starting materials: CC(C)C1=NC2=C(N1)CCCC2=O (2-(1-methylethyl)-1,5,6,7-tetrahydro-4H-benzimidazol-4-one), [OH-].[Na+] (sodium hydroxide), BrCC1=CC(=C(C=C1)Cl)Cl (4-(bromomethyl)-1,2-dichlorobenzene). The reagents and catalysts are [Br-].C(CCC)[N+](CCCC)(CCCC)CCCC (tetrabutylammonium bromide). The solvent is C1(=CC=CC=C1)C (toluene). Reaction conditions: time 5 minute. The product is ClC=1C=C(C=CC1Cl)CN1C(=NC2=C1C(CCC2)=O)C(C)C (3-[(3,4-dichlorophenyl)methyl]-2-(1-methylethyl)-3,5,6,7-tetrahydro-4H-benzimidazol-4-one). RXN SMILES: [CH3:1][CH:2]([C:4]1[NH:8][C:7]2[CH2:9][CH2:10][CH2:11][C:12](=[O:13])[C:6]=2[N:5]=1)[CH3:3].Br[CH2:15][C:16]1[CH:21]=[CH:20][C:19]([Cl:22])=[C:18]([Cl:23])[CH:17]=1.[OH-].[Na+]>[Br-].C([N+](CCCC)(CCCC)CCCC)CCC.C1(C)C=CC=CC=1>[Cl:23][C:18]1[CH:17]=[C:16]([CH2:15][N:5]2[C:6]3[C:12](=[O:13])[CH2:11][CH2:10][CH2:9][C:7]=3[N:8]=[C:4]2[CH:2]([CH3:1])[CH3:3])[CH:21]=[CH:20][C:19]=1[Cl:22] |f:2.3,4.5|. Procedure: To Intermediate 56 (1st Alternative preparation) (88.83 g, product of multiple previous experiments) was added toluene (2000 mL) followed by 4-(bromomethyl)-1,2-dichlorobenzene (132 g) and tetrabutylammonium bromide (80 g) then sodium hydroxide (1096 mL). The mixture was then stirred at room temperature, stirring vigorously to mix the phases. The temp rose by 5° C. over 5 mins. After 1.5 hr the mixture was partitioned between ethyl acetate and water and the aqueous layer extracted well with ethy... Reactants: CC(C)(C)[N+](=O)[O-], CC(=O)O, CCO, O=Cc1ccccc1F, [Zn]. The product is CC(C)(C)[N+]([O-])=Cc1ccccc1F. Reaction SMILES: [CH3:10][C:11]([CH3:12])([CH3:13])[N+:14](=[O:15])[O-:16].[CH3:17][C:18](=[O:19])[OH:20].[CH3:21][CH2:22][OH:23].[F:1][c:2]1[c:3]([CH:4]=[O:5])[cH:6][cH:7][cH:8][cH:9]1.[Zn:24]>>[F:1][c:2]1[c:3]([CH:4]=[N+:14]([C:11]([CH3:10])([CH3:12])[CH3:13])[O-:15])[cH:6][cH:7][cH:8][cH:9]1. Starting materials: CCC(=O)Cl, ClCCl, [Na+], O=C([O-])O, Nc1ccc(Nc2ccccc2)cc1. Product: CCC(=O)Nc1ccc(Nc2ccccc2)cc1. Reaction SMILES: [C:20]([CH2:21][CH3:22])(=[O:23])[Cl:24].[Cl:25][CH2:26][Cl:27].[Na+:19].[O-:15][C:16]([OH:17])=[O:18].[c:1]1([NH:7][c:8]2[cH:9][cH:10][c:11]([NH2:14])[cH:12][cH:13]2)[cH:2][cH:3][cH:4][cH:5][cH:6]1>>[c:1]1([NH:7][c:8]2[cH:9][cH:10][c:11]([NH:14][C:20]([CH2:21][CH3:22])=[O:23])[cH:12][cH:13]2)[cH:2][cH:3][cH:4][cH:5][cH:6]1. The reactants are BrC=1C=C(SC1)CO ((4-bromothiophen-2-yl)methanol), N1C=NC=C1 (imidazole), [Si](C1=CC=CC=C1)(C1=CC=CC=C1)(C(C)(C)C)Cl (tert-butyl-diphenylsilyl chloride). Solvent: C(Cl)Cl (DCM), C(Cl)Cl (DCM). Run at temperature 0 celsius, time 16 hour. Product: BrC=1C=C(SC1)CO[Si](C1=CC=CC=C1)(C1=CC=CC=C1)C(C)(C)C (((4-bromothiophen-2-yl)methoxy)-tert-butyl diphenyl silane). Yield: 101.8%. RXN SMILES: [Br:1][C:2]1[CH:3]=[C:4]([CH2:7][OH:8])[S:5][CH:6]=1.[Si:9](Cl)([C:22]([CH3:25])([CH3:24])[CH3:23])([C:16]1[CH:21]=[CH:20][CH:19]=[CH:18][CH:17]=1)[C:10]1[CH:15]=[CH:14][CH:13]=[CH:12][CH:11]=1.N1C=CN=C1>C(Cl)Cl>[Br:1][C:2]1[CH:3]=[C:4]([CH2:7][O:8][Si:9]([C:22]([CH3:25])([CH3:24])[CH3:23])([C:16]2[CH:17]=[CH:18][CH:19]=[CH:20][CH:21]=2)[C:10]2[CH:15]=[CH:14][CH:13]=[CH:12][CH:11]=2)[S:5][CH:6]=1. Procedure details: To a 250-mL round bottom flask fitted with a magnetic stir bar under a N2 atmosphere was added (4-bromothiophen-2-yl)methanol (2.0 g, 10 mmol, 1 equiv) and 30 mL of anhydrous DCM. The reaction mixture was then cooled to 0° C. and the tert-butyl-diphenylsilyl chloride (3.4 g, 3.2 mL, 12.4 mmol, 1.2 equiv) was added followed by imidazole (1.06 g, 15.5 mmol, 1.5 equiv). The reaction was stirred for 16 h and was allowed to equilibrate to rt. The reaction mixture was subsequently taken up in 75 mL DC... The reactants are BrC=1C=C2C=C(N(C2=CC1)C)CCO[Si](C)(C)C(C)(C)C (5-bromo-2-(2-(tert-butyldimethylsilyloxy)ethyl)-1-methyl-1H-indole), [Li]CCCC (n-BuLi), CON(C(CCC)=O)C (N-methoxy-N-methylbutyramide). The solvent is C1CCOC1 (THF), C1CCOC1 (THF). Run at temperature -78 celsius, time 15 minute. The product is [Si](C)(C)(C(C)(C)C)OCCC=1N(C2=CC=C(C=C2C1)C(CCC)=O)C (1-(2-(2-(tert-butyldimethylsilyloxy)ethyl)-1-methyl-1H-indol-5-yl)butan-1-one). Yield: 68.1%. Reaction SMILES: Br[C:2]1[CH:3]=[C:4]2[C:8](=[CH:9][CH:10]=1)[N:7]([CH3:11])[C:6]([CH2:12][CH2:13][O:14][Si:15]([C:18]([CH3:21])([CH3:20])[CH3:19])([CH3:17])[CH3:16])=[CH:5]2.[Li]CCCC.CON(C)[C:30](=[O:34])[CH2:31][CH2:32][CH3:33]>C1COCC1>[Si:15]([O:14][CH2:13][CH2:12][C:6]1[N:7]([CH3:11])[C:8]2[C:4]([CH:5]=1)=[CH:3][C:2]([C:30](=[O:34])[CH2:31][CH2:32][CH3:33])=[CH:10][CH:9]=2)([C:18]([CH3:21])([CH3:20])[CH3:19])([CH3:17])[CH3:16]. Procedure: To solution of 5-bromo-2-(2-(tert-butyldimethylsilyloxy)ethyl)-1-methyl-1H-indole (9.963 g, 27.04 mmol) in THF (100 mL) at −78° C. was added solution of n-BuLi (2.5M hexanes, 13.0 mL, 32.50 mmol) dropwise over 10 min. Reaction was stirred at −78° C. for 10 min before solution of N-methoxy-N-methylbutyramide (4.30 g, 32.78 mmol) in THF (10 mL) was added dropwise. Reaction was stirred at −78° C. for 15 min and then quenched with NH4Cl (aqueous saturated, 30 mL). Once ambient temperature was reache...